Dataset: the Open Reaction Database (ORD), a public repository of structured organic reaction records. Task: describe an organic reaction: reactants, conditions, products, and yield Starting materials: O (water), NC=1C=C(CNC2=C(C=NC(=C2)NC2=CC=C(C=C2)N2CCOCC2)CC(=O)N)C=CC1 (4-[(3-aminobenzyl)amino]-6-[(4-morpholinophenyl)amino]pyridine-3-carboxyamide), NC=1C=C(CNC2=C(C=NC(=C2)NC2=CC=C(C=C2)N2CCOCC2)CC(=O)N)C=CC1 (4-[(3-aminobenzyl)amino]-6-[(4-morpholinophenyl)amino]pyridine-3-carboxyamide), C(C)(=O)OC(C)=O (acetic anhydride). Solvent: N1=CC=CC=C1 (pyridine). Reaction conditions: time 4 hour. The product is C(C)(=O)NC=1C=C(CNC2=C(C=NC(=C2)NC2=CC=C(C=C2)N2CCOCC2)CC(=O)N)C=CC1 (4-{[3-(acetylamino)benzyl]amino}-6-[(4-morpholinophenyl)amino]pyridine-3-carboxyamide). Yield: 10.8%. As a reaction SMILES: [NH2:1][C:2]1[CH:3]=[C:4]([CH:30]=[CH:31][CH:32]=1)[CH2:5][NH:6][C:7]1[CH:12]=[C:11]([NH:13][C:14]2[CH:19]=[CH:18][C:17]([N:20]3[CH2:25][CH2:24][O:23][CH2:22][CH2:21]3)=[CH:16][CH:15]=2)[N:10]=[CH:9][C:8]=1[CH2:26][C:27]([NH2:29])=[O:28].[C:33](OC(=O)C)(=[O:35])[CH3:34].O>N1C=CC=CC=1>[C:33]([NH:1][C:2]1[CH:3]=[C:4]([CH:30]=[CH:31][CH:32]=1)[CH2:5][NH:6][C:7]1[CH:12]=[C:11]([NH:13][C:14]2[CH:15]=[CH:16][C:17]([N:20]3[CH2:25][CH2:24][O:23][CH2:22][CH2:21]3)=[CH:18][CH:19]=2)[N:10]=[CH:9][C:8]=1[CH2:26][C:27]([NH2:29])=[O:28])(=[O:35])[CH3:34]. Reported procedure: 22 mg of 4-[(3-aminobenzyl)amino]-6-[(4-morpholinophenyl)amino]pyridine-3-carboxyamide (the compound of Example 103) was dissolved in 0.5 mL of pyridine, to which 5.4 mg of acetic anhydride was added, and stirred at room temperature for 4 hours. To the reaction mixture, water was added, stirred, and the solvent was evaporated. The residue was purified by silica gel thin layer chromatography (chloroform: methanol=10:1) to obtain 2.6 mg (11%) of 4-{[3-(acetylamino)benzyl]amino}-6-[(4-morpholinophe... Reactants: [C@@H]12CN(C[C@H]2NC1)C1=CC=2C(C3=CC=CC=C3C2C=C1)=O (2-[(1S,5S)-3,6-Diazabicyclo[3.2.0]hept-3-yl]-fluoren-9-one), C=O (formaldehyde), [BH-](OC(=O)C)(OC(=O)C)OC(=O)C.[Na+] (NaBH(OAc)3). The solvent is O (water). Reaction conditions: time 60 hour. Yields the product CN1[C@@H]2CN(C[C@@H]2C1)C1=CC=2C(C3=CC=CC=C3C2C=C1)=O (2-[(1S,5S)-6-Methyl-3,6-diazabicyclo[3.2.0]hept-3-yl]-fluoren-9-one). Isolated yield 80.0%. Reaction SMILES: [C@@H:1]12[CH2:7][NH:6][C@@H:5]1[CH2:4][N:3]([C:8]1[CH:20]=[CH:19][C:18]3[C:17]4[C:12](=[CH:13][CH:14]=[CH:15][CH:16]=4)[C:11](=[O:21])[C:10]=3[CH:9]=1)[CH2:2]2.C=O.[BH-](OC(C)=O)(OC(C)=O)O[C:26](C)=O.[Na+]>O>[CH3:26][N:6]1[CH2:7][C@@H:1]2[C@H:5]1[CH2:4][N:3]([C:8]1[CH:20]=[CH:19][C:18]3[C:17]4[C:12](=[CH:13][CH:14]=[CH:15][CH:16]=4)[C:11](=[O:21])[C:10]=3[CH:9]=1)[CH2:2]2 |f:2.3|. Procedure details: A solution of the product of Example 39B (70 mg, 0.25 mmol) in water (2 mL), was treated with formaldehyde (38% aq., 3 mL) and NaBH(OAc)3 (250 mg, 1.18 mmol; Aldrich). After stirring at room temperature for 60 h, the reaction mixture was concentrated under vacuum and purified by flash chromatography (40 g silica gel, 1:10:89 NH4OH-MeOH-CH2Cl2) to afford the title compound (57 mg, 0.20 mmol; 91% yield): 1H NMR (300 MHz, CD3OD) δ ppm 7.37-7.51 (4H, m), 7.10-7.19 (1H, m), 7.02 (1H, d, J=2 Hz), 6.85... The product is N#Cc1cncc(C2CC2)c1. RXN SMILES: [Br:1][c:2]1[cH:3][n:4][cH:5][c:6]([C:7]#[N:8])[cH:9]1.[CH:18]1([B:21]([OH:22])[OH:23])[CH2:19][CH2:20]1.[K+:15].[K+:16].[K+:17].[O:24]1[CH2:25][CH2:26][O:27][CH2:28][CH2:29]1.[OH2:30].[P:10]([O-:11])([O-:12])([O-:13])=[O:14]>>[c:2]1([CH:18]2[CH2:19][CH2:20]2)[cH:3][n:4][cH:5][c:6]([C:7]#[N:8])[cH:9]1. Reactants: N#Cc1cncc(Br)c1, OB(O)C1CC1, [K+], [K+], [K+], C1COCCO1, O, O=P([O-])([O-])[O-]. Reactants: CCOC(=O)C1(NC(=O)c2cccc(C)c2OC(C)C)Cc2c(C)sc(C)c2C1, CCO, [K+], [OH-], O. Yields the product Cc1cccc(C(=O)NC2(C(=O)O)Cc3c(C)sc(C)c3C2)c1OC(C)C. RXN SMILES: [CH2:1]([CH3:2])[O:3][C:4](=[O:5])[C:6]1([NH:16][C:17]([c:18]2[c:19]([O:25][CH:26]([CH3:27])[CH3:28])[c:20]([CH3:24])[cH:21][cH:22][cH:23]2)=[O:29])[CH2:7][c:8]2[c:9]([c:10]([CH3:14])[s:11][c:12]2[CH3:13])[CH2:15]1.[CH3:33][CH2:34][OH:35].[K+:31].[OH-:30].[OH2:32]>>[O:3]=[C:4]([OH:5])[C:6]1([NH:16][C:17]([c:18]2[c:19]([O:25][CH:26]([CH3:27])[CH3:28])[c:20]([CH3:24])[cH:21][cH:22][cH:23]2)=[O:29])[CH2:7][c:8]2[c:9]([c:10]([CH3:14])[s:11][c:12]2[CH3:13])[CH2:15]1. Reactants: C(=O)O (formic acid), C(C)NCCOC1=CC=CC=C1 (N-ethyl-N-β-phenoxyethylamine), C1(CCCCC1)N=C=NC1CCCCC1 (N,N'-dicyclohexylcarbodiimide). Solvent: C(Cl)Cl (methylene chloride). Yields the product C(C)N(C=O)CCOC1=CC=CC=C1 (n-ethyl-N-β-phenoxyethylformamide). As a reaction SMILES: [CH:1](O)=[O:2].[CH2:4]([NH:6][CH2:7][CH2:8][O:9][C:10]1[CH:15]=[CH:14][CH:13]=[CH:12][CH:11]=1)[CH3:5].C1(N=C=NC2CCCCC2)CCCCC1>C(Cl)Cl>[CH2:4]([N:6]([CH2:7][CH2:8][O:9][C:10]1[CH:15]=[CH:14][CH:13]=[CH:12][CH:11]=1)[CH:1]=[O:2])[CH3:5]. Reported procedure: To a solution of formic acid (3.3 ml) and N-ethyl-N-β-phenoxyethylamine (14.5 g) in methylene chloride (100 ml) at 0°-5°C was added N,N'-dicyclohexylcarbodiimide (19.7 g) with stirring. The mixture was stirred for 18 hours at room temperature and filtered. The filtrate was evaporated in vacuo to leave an oil which was taken up in either (100 ml) and extracted with 0.4 N hydrochloric acid (2 × 25 ml) and water (2 × 25 ml). After drying, the ether was removed in vacuo to leave the above compound a... Reactants: BrC=1C=C(C=CC1)C1CC(=NN1C1=C(C=CC=C1)Cl)C(O)(C(F)(F)F)C(F)(F)F (5-(3-Bromo-phenyl)-1-(2-chloro-phenyl)-3-[di-(trifluoromethyl)-hydroxy-methyl]-4,5-dihydro-1H-pyrazole), C(C)(C)(C)C1N(CCC(=C1)B1OC(C(O1)(C)C)(C)C)C(=O)O (tert-butyl 4-(4,4,5,5-tetramethyl-1,3,2-dioxaborolan-2-yl)-5,6-dihydropyridin-1 (2H)-carboxylic acid), C([O-])([O-])=O.[K+].[K+] (potassium carbonate). Reagents/catalysts: C1=CC=C(C=C1)P([C-]2C=CC=C2)C3=CC=CC=C3.C1=CC=C(C=C1)P([C-]2C=CC=C2)C3=CC=CC=C3.Cl[Pd]Cl.[Fe+2] (Pd(dppf)Cl2). Run in O1CCOCC1 (1,4-dioxane). Reaction conditions: temperature 90 celsius, time 16 hour. Yields the product ClC1=C(C=CC=C1)N1N=C(CC1C1=CC(=CC=C1)C=1CCN(CC1)C(=O)OC(C)(C)C)C(O)(C(F)(F)F)C(F)(F)F (1-(2-chloro-phenyl)-5-[3-(1-BOC-1,2,3,6-tetrahydropyridin-4-yl)-phenyl]-3-[di-(trifluoromethyl)-hydroxy-methyl]-4,5-dihydro-1H-pyrazole). Isolated yield 123.4%. Reaction SMILES: Br[C:2]1[CH:3]=[C:4]([CH:8]2[N:12]([C:13]3[CH:18]=[CH:17][CH:16]=[CH:15][C:14]=3[Cl:19])[N:11]=[C:10]([C:20]([C:26]([F:29])([F:28])[F:27])([C:22]([F:25])([F:24])[F:23])[OH:21])[CH2:9]2)[CH:5]=[CH:6][CH:7]=1.C([CH:34]1[CH:39]=[C:38](B2OC(C)(C)C(C)(C)O2)[CH2:37][CH2:36][N:35]1[C:49]([OH:51])=[O:50])(C)(C)C.C(=O)([O-])[O-].[K+].[K+]>C1C=CC(P(C2C=CC=CC=2)[C-]2C=CC=C2)=CC=1.C1C=CC(P(C2C=CC=CC=2)[C-]2C=CC=C2)=CC=1.Cl[Pd]Cl.[Fe+2].O1CCOCC1>[Cl:19][C:14]1[CH:15]=[CH:16][CH:17]=[CH:18][C:13]=1[N:12]1[CH:8]([C:4]2[CH:5]=[CH:6][CH:7]=[C:2]([C:38]3[CH2:37][CH2:36][N:35]([C:49]([O:51][C:4]([CH3:8])([CH3:5])[CH3:3])=[O:50])[CH2:34][CH:39]=3)[CH:3]=2)[CH2:9][C:10]([C:20]([C:22]([F:23])([F:24])[F:25])([C:26]([F:29])([F:27])[F:28])[OH:21])=[N:11]1 |f:2.3.4,5.6.7.8|. Procedure details: 5-(3-Bromo-phenyl)-1-(2-chloro-phenyl)-3-[di-(trifluoromethyl)-hydroxy-methyl]-4,5-dihydro-1H-pyrazole (1.1 g, 2.2 mmol) prepared in Step 4 of Preparation 16, tert-butyl 4-(4,4,5,5-tetramethyl-1,3,2-dioxaborolan-2-yl)-5,6-dihydropyridin-1 (2H)-carboxylic acid (805.5 mg, 2.6 mmol), potassium carbonate (900.0 mg, 6.5 mmol), and Pd(dppf)Cl2 (159.0 mg, 0.20 mmol) were added to a mixed solvent of 1,4-dioxane (35.0 mL) and distilled water (9.0 mL). The reaction mixture was stirred for 15 minutes, addi... The reactants are ONC(=N)C=1C=NN2C1N=C(C=C2C(F)(F)F)C2=CC=C(C=C2)C(F)(F)F (N-hydroxy-7-trifluoromethyl-5-(4-trifluoromethyl-phenyl)-pyrazolo[1,5-a]pyrimidine-3-carboxamidine), S(N)(=O)(=O)C=1C=C(C(=O)O)C=CC1 (3-sulfamoyl-benzoic acid). The product is FC(C1=CC(=NC=2N1N=CC2C2=NOC(=N2)C=2C=C(C=CC2)S(=O)(=O)N)C2=CC=C(C=C2)C(F)(F)F)(F)F (3-{3-[7-Trifluoromethyl-5-(4-trifluoromethyl-phenyl)-pyrazolo[1,5-a]pyrimidin-3-yl]-[1,2,4]oxadiazol-5-yl}-benzenesulfonamide). RXN SMILES: [OH:1][NH:2][C:3]([C:5]1[CH:6]=[N:7][N:8]2[C:13]([C:14]([F:17])([F:16])[F:15])=[CH:12][C:11]([C:18]3[CH:23]=[CH:22][C:21]([C:24]([F:27])([F:26])[F:25])=[CH:20][CH:19]=3)=[N:10][C:9]=12)=[NH:4].[S:28]([C:32]1[CH:33]=[C:34]([CH:38]=[CH:39][CH:40]=1)[C:35](O)=O)(=[O:31])(=[O:30])[NH2:29]>>[F:17][C:14]([F:15])([F:16])[C:13]1[N:8]2[N:7]=[CH:6][C:5]([C:3]3[N:4]=[C:35]([C:34]4[CH:33]=[C:32]([S:28]([NH2:29])(=[O:31])=[O:30])[CH:40]=[CH:39][CH:38]=4)[O:1][N:2]=3)=[C:9]2[N:10]=[C:11]([C:18]2[CH:19]=[CH:20][C:21]([C:24]([F:27])([F:26])[F:25])=[CH:22][CH:23]=2)[CH:12]=1. Procedure: The title compound was prepared from N-hydroxy-7-trifluoromethyl-5-(4-trifluoromethyl-phenyl)-pyrazolo[1,5-a]pyrimidine-3-carboxamidine (example B.1) (195 mg, 0.5 mmol) and commercially available 3-sulfamoyl-benzoic acid (101 mg, 0.5 mmol) according to general procedure II. Obtained after purification by flash chromatography (ethyl acetate/heptane) and crystallization (dichloromethane) as a yellow solid (144 mg, 52%). MS (ISN) 553.3 [(M−H)−]; mp 285° C.